Dataset: the Open Reaction Database (ORD), a public repository of structured organic reaction records. Task: describe an organic reaction: reactants, conditions, products, and yield The reactants are OBO, COc1cc2c(cc1Br)C(c1cccc(C#N)c1)=NCC(=O)N2C, COc1cccc(OC)c1B(O)O, c1ccccc1. Product: COc1cc2c(cc1-c1c(OC)cccc1OC)C(c1cccc(C#N)c1)=NCC(=O)N2C. Reaction SMILES: [BH:25]([OH:26])[OH:27].[Br:1][c:2]1[cH:3][c:4]2[c:5]([cH:21][c:22]1[O:23][CH3:24])[N:6]([CH3:20])[C:7](=[O:19])[CH2:8][N:9]=[C:10]2[c:11]1[cH:12][c:13]([C:14]#[N:15])[cH:16][cH:17][cH:18]1.[CH3:34][O:35][c:36]1[c:37]([B:44]([OH:45])[OH:46])[c:38]([O:42][CH3:43])[cH:39][cH:40][cH:41]1.[cH:28]1[cH:29][cH:30][cH:31][cH:32][cH:33]1>>[c:2]1(-[c:37]2[c:36]([O:35][CH3:34])[cH:41][cH:40][cH:39][c:38]2[O:42][CH3:43])[cH:3][c:4]2[c:5]([cH:21][c:22]1[O:23][CH3:24])[N:6]([CH3:20])[C:7](=[O:19])[CH2:8][N:9]=[C:10]2[c:11]1[cH:12][c:13]([C:14]#[N:15])[cH:16][cH:17][cH:18]1. Reactants: C1(=CC=C(C=C1)S(=O)(=O)O)C (p-toluenesulfonic acid), OC1C2=CC=CC=C2OC=2C=CC(=CC12)OCCCCC(=O)O (5-(9-hydroxy-xanthen-2-oxy)valeric acid), C(=O)(OCC1C2=CC=CC=C2C2=CC=CC=C12)[NH-] (Fmoc-amide). The solvent is C(C)(=O)O (acetic acid), C(C)(=O)O (acetic acid). Product: C1=CC=CC=2C3=CC=CC=C3C(C12)COC(=O)NC1C2=CC=CC=C2OC=2C=CC(=CC12)OCCCCC(=O)O (5-(9-(9-Fluorenylmethyloxycarbonyl)aminoxanthen-2-oxy)valeric Acid). Reaction SMILES: C1(C)C=CC(S(O)(=O)=O)=CC=1.O[CH:13]1[C:26]2[CH:25]=[C:24]([O:27][CH2:28][CH2:29][CH2:30][CH2:31][C:32]([OH:34])=[O:33])[CH:23]=[CH:22][C:21]=2[O:20][C:19]2[C:14]1=[CH:15][CH:16]=[CH:17][CH:18]=2.[C:35]([NH-:52])([O:37][CH2:38][CH:39]1[C:51]2[C:46](=[CH:47][CH:48]=[CH:49][CH:50]=2)[C:45]2[C:40]1=[CH:41][CH:42]=[CH:43][CH:44]=2)=[O:36]>C(O)(=O)C>[CH:41]1[C:40]2[CH:39]([CH2:38][O:37][C:35]([NH:52][CH:13]3[C:26]4[CH:25]=[C:24]([O:27][CH2:28][CH2:29][CH2:30][CH2:31][C:32]([OH:34])=[O:33])[CH:23]=[CH:22][C:21]=4[O:20][C:19]4[C:14]3=[CH:15][CH:16]=[CH:17][CH:18]=4)=[O:36])[C:51]3[C:46](=[CH:47][CH:48]=[CH:49][CH:50]=3)[C:45]=2[CH:44]=[CH:43][CH:42]=1. Reported procedure: A solution of p-toluenesulfonic acid (0.15 g, 0.8 mmol) in glacial acetic acid (3 mL) was added dropwise at 25° C. over 15 minutes to a well-stirred suspsension of 5-(9-hydroxy-xanthen-2-oxy)valeric acid (2.0 g, 6.4 mmol) prepared as described above and Fmoc-amide (1.84 g, 8.2 mmol) in glacial acetic acid (50 mL). This mixture was stirred continuously and then filtered after 3 hours to collect a white solid which was washed with water (3×20 mL) and ehtyl ether (3×20 mL). The solid was dried in v... Reactants: Cl.C(CCCC)OC=1C=C(N)C=CC1OCCCCC (3,4-dipentoxyaniline hydrochloride), [NH4+].[OH-] (NH4OH), Cl.N(C1=CC=CC=C1)C1=CC(=NC2=CC=C3C(=C12)NC=N3)C (9-Anilino-7-methyl-1H-imidazo[4,5-f]quinoline Hydrochloride). Solvent: C(C)O (ethanol). Conditions: time 8 hour. Product: Cl.C(CCCC)OC=1C=C(NC2=CC(=NC3=CC=C4C(=C23)NC=N4)C)C=CC1OCCCCC (9-(3,4-Dipentoxyanilino)-7-methyl-1H-imidazo[4,5-f]quinoline Hydrochloride). Reaction SMILES: [ClH:1].[CH2:2]([O:7][C:8]1[CH:9]=[C:10]([CH:12]=[CH:13][C:14]=1[O:15][CH2:16][CH2:17][CH2:18][CH2:19][CH3:20])[NH2:11])[CH2:3][CH2:4][CH2:5][CH3:6].[NH4+].[OH-].Cl.N([C:31]1[C:40]2[C:35](=[CH:36][CH:37]=[C:38]3[N:43]=[CH:42][NH:41][C:39]3=2)[N:34]=[C:33]([CH3:44])[CH:32]=1)C1C=CC=CC=1>C(O)C>[ClH:1].[CH2:2]([O:7][C:8]1[CH:9]=[C:10]([CH:12]=[CH:13][C:14]=1[O:15][CH2:16][CH2:17][CH2:18][CH2:19][CH3:20])[NH:11][C:31]1[C:40]2[C:35](=[CH:36][CH:37]=[C:38]3[N:43]=[CH:42][NH:41][C:39]3=2)[N:34]=[C:33]([CH3:44])[CH:32]=1)[CH2:3][CH2:4][CH2:5][CH3:6] |f:0.1,2.3,4.5,7.8|. Procedure details: Ten grams (0.033 m.) of 3,4-dipentoxyaniline hydrochloride was dissolved in 500 ml. of ethanol, then neutralized with 28% NH4OH. After adding 7.2 g. (0.033 m.) of the compound of Example I, C., the mixture was refluxed with stirring overnight. Concentration in vacuo gave 17 g. The crude product was recrystallized from 300 ml. of MeOH to yield 16 g. m.p. 236°-238°C. Reactants: ClS(=O)(=O)O (Chlorosulfonic acid), ClC=1C=CC(=C(C(=O)N[C@@H]2C([C@H]2C2=CC=CC=C2)(C)C)C1)OC (5-chloro-N-(Trans-2,2-dimethyl-3-phenyl-cyclopropyl)-2-methoxy-benzamide), C(Cl)(Cl)Cl (chloroform). Conditions: time 1.5 hour. The product is ClC=1C=CC(=C(C(=O)N[C@@H]2C([C@H]2C2=CC=C(C=C2)S(=O)(=O)C)(C)C)C1)OC (5-chloro-N-[trans-3-(4-methanesulfonyl-phenyl)-2,2-dimethyl-cyclopropyl]-2-methoxy-benzamide). As a reaction SMILES: Cl[S:2]([OH:5])(=O)=[O:3].[Cl:6][C:7]1[CH:8]=[CH:9][C:10]([O:27][CH3:28])=[C:11]([CH:26]=1)[C:12]([NH:14][C@H:15]1[C@H:17]([C:18]2[CH:23]=[CH:22][CH:21]=[CH:20][CH:19]=2)[C:16]1([CH3:25])[CH3:24])=[O:13].[CH:29](Cl)(Cl)Cl>>[Cl:6][C:7]1[CH:8]=[CH:9][C:10]([O:27][CH3:28])=[C:11]([CH:26]=1)[C:12]([NH:14][C@H:15]1[C@H:17]([C:18]2[CH:19]=[CH:20][C:21]([S:2]([CH3:29])(=[O:5])=[O:3])=[CH:22][CH:23]=2)[C:16]1([CH3:24])[CH3:25])=[O:13]. Procedure details: Chlorosulfonic acid (0.17 mL) was added at 0° C. to a solution of 5-chloro-N-(Trans-2,2-dimethyl-3-phenyl-cyclopropyl)-2-methoxy-benzamide (165 mg, 0.5 mmol) in chloroform (8 mL), and the resulting mixture was stirred at room temperature for 1.5 hour. The reaction was then quenched by addition of ice and the resulting mixture was extracted with diethyl ether. The combined organic extracts were dried over anhydrous sodium sulfate, filtered and evaporated under reduced pressure. The residue was di... The reactants are COC(C1=CN=C(C(=C1)Br)O)=O (5-bromo-6-hydroxy-nicotinic acid methyl ester), COCCO (2-methoxyethanol), ClC1=CC=C(C=C1)B(O)O ((4-chloro-phenyl)-boronic acid), Cl.NC[C@@H]1[C@@H](CCCC1)O (cis-2-aminomethyl-1-cyclohexanol hydrochloride). Yields the product ClC1=CC=C(C=C1)C=1C(=NC=C(C(=O)NCC2C(CCCC2)O)C1)OCCOC (racemic 5-(4-chloro-phenyl)-N-((1RS,2RS)-2-hydroxy-cyclohexylmethyl)-6-(2-methoxy-ethoxy)-nicotinamide). Reaction SMILES: CO[C:3](=[O:12])[C:4]1[CH:9]=[C:8](Br)[C:7]([OH:11])=[N:6][CH:5]=1.[Cl:13][C:14]1[CH:19]=[CH:18][C:17](B(O)O)=[CH:16][CH:15]=1.Cl.[NH2:24][CH2:25][C@H:26]1[CH2:31][CH2:30][CH2:29][CH2:28][C@H:27]1[OH:32].[CH3:33][O:34][CH2:35][CH2:36]O>>[Cl:13][C:14]1[CH:19]=[CH:18][C:17]([C:8]2[C:7]([O:11][CH2:36][CH2:35][O:34][CH3:33])=[N:6][CH:5]=[C:4]([CH:9]=2)[C:3]([NH:24][CH2:25][CH:26]2[CH2:31][CH2:30][CH2:29][CH2:28][CH:27]2[OH:32])=[O:12])=[CH:16][CH:15]=1 |f:2.3|. Procedure: The title compound was synthesized in analogy to Example 102, using 5-bromo-6-hydroxy-nicotinic acid methyl ester, 2-methoxyethanol, (4-chloro-phenyl)-boronic acid and cis-2-aminomethyl-1-cyclohexanol hydrochloride as starting materials to yield racemic 5-(4-chloro-phenyl)-N-((1RS,2RS)-2-hydroxy-cyclohexylmethyl)-6-(2-methoxy-ethoxy)-nicotinamide. MS (ISP) 419.3 (M+H)+. The reactants are C(C)(C)(C)NC(=O)C=1C=2C[C@@H]3[C@H](C2N(N1)C1=NC=CC(=C1)Br)C3 ((1aR,5aR)-2-(4-bromo-pyridin-2-yl)-1a,2,5,5a-tetrahydro-1H-2,3-diaza-cyclopropa[a]pentalene-4-carboxylic acid tert-butylamide), C1(CC1)B(O)O (cyclopropylboronic acid), P(=O)([O-])([O-])[O-].[K+].[K+].[K+] (potassium phosphate), C1(CCCCC1)P(C1CCCCC1)C1CCCCC1 (tricyclohexylphosphine). Reagents/catalysts: C(C)(=O)[O-].[Pd+2].C(C)(=O)[O-] (palladium (II) acetate). The solvent is C1(=CC=CC=C1)C.O (toluene H2O). Run at temperature 100 celsius. Yields the product C(C)(C)(C)NC(=O)C=1C=2C[C@@H]3[C@H](C2N(N1)C1=NC=CC(=C1)C1CC1)C3 ((1aR,5aR)-2-(4-Cyclopropyl-pyridin-2-yl)-1a,2,5,5a-tetrahydro-1H-2,3-diaza-cyclopropa[a]pentalene-4-carboxylic Acid tert-Butylamide). The yield is 32.0%. RXN SMILES: [C:1]([NH:5][C:6]([C:8]1[C:9]2[CH2:10][C@H:11]3[CH2:23][C@H:12]3[C:13]=2[N:14]([C:16]2[CH:21]=[C:20](Br)[CH:19]=[CH:18][N:17]=2)[N:15]=1)=[O:7])([CH3:4])([CH3:3])[CH3:2].[CH:24]1(B(O)O)[CH2:26][CH2:25]1.P([O-])([O-])([O-])=O.[K+].[K+].[K+].C1(P(C2CCCCC2)C2CCCCC2)CCCCC1>C1(C)C=CC=CC=1.O.C([O-])(=O)C.[Pd+2].C([O-])(=O)C>[C:1]([NH:5][C:6]([C:8]1[C:9]2[CH2:10][C@H:11]3[CH2:23][C@H:12]3[C:13]=2[N:14]([C:16]2[CH:21]=[C:20]([CH:24]3[CH2:26][CH2:25]3)[CH:19]=[CH:18][N:17]=2)[N:15]=1)=[O:7])([CH3:4])([CH3:3])[CH3:2] |f:2.3.4.5,7.8,9.10.11|. Reported procedure: To a mixture of (1aR,5aR)-2-(4-bromo-pyridin-2-yl)-1a,2,5,5a-tetrahydro-1H-2,3-diaza-cyclopropa[a]pentalene-4-carboxylic acid tert-butylamide (0.020 g, 0.053 mmol), cyclopropylboronic acid (0.014 g, 0.160 mmol), potassium phosphate (0.034 g, 0.160 mmol) and tricyclohexylphosphine (2.99 mg, 10.66 μmol) in toluene/H2O (1.5 mL/0.050 mL) under nitrogen atmosphere was added palladium (II) acetate (1.197 mg, 5.33 μmol). The reaction mixture was heated at 100° C. for 1 hour in a heavy-walled sealed tub... Starting materials: NC1=C(C=NC=C1)C (4-amino-3-methylpyridine), C[Si]([N-][Si](C)(C)C)(C)C.[Na+] (sodium hexamethyldisilazide), O (Water), [N+](=O)([O-])C1=CC=C(C=C1)OC(=O)C=1C=CC(=C2C1C=C(O2)C(=O)C2CC2)OC (2-Cyclopropanecarbonyl-7-methoxy-benzofuran-4-carboxylic acid 4-nitrophenyl ester). Run in CN(C=O)C (dimethylformamide). Reaction conditions: time 10 minute. Product: CC=1C=NC=CC1NC(=O)C=1C=CC(=C2C1C=C(O2)C(=O)C2CC2)OC (2-Cyclopropanecarbonyl-7-methoxybenzofuran-4-carboxylic Acid (3-methylpyridin-4-yl)amide). Yield: 50.5%. As a reaction SMILES: [NH2:1][C:2]1[CH:7]=[CH:6][N:5]=[CH:4][C:3]=1[CH3:8].C[Si](C)(C)[N-][Si](C)(C)C.[Na+].[N+](C1C=CC([O:28][C:29]([C:31]2[CH:32]=[CH:33][C:34]([O:45][CH3:46])=[C:35]3[O:39][C:38]([C:40]([CH:42]4[CH2:44][CH2:43]4)=[O:41])=[CH:37][C:36]=23)=O)=CC=1)([O-])=O.O>CN(C)C=O>[CH3:8][C:3]1[CH:4]=[N:5][CH:6]=[CH:7][C:2]=1[NH:1][C:29]([C:31]1[CH:32]=[CH:33][C:34]([O:45][CH3:46])=[C:35]2[O:39][C:38]([C:40]([CH:42]3[CH2:43][CH2:44]3)=[O:41])=[CH:37][C:36]=12)=[O:28] |f:1.2|. Procedure: To a stirred solution of 4-amino-3-methylpyridine (160 mg) in dimethylformamide (10 ml) under an atmosphere of nitrogen was added sodium hexamethyldisilazide (1.0M solution in tetrahydrofuran, 1.5 ml). The reaction mixture was stirred at room temperature for 10 minutes. 2-Cyclopropanecarbonyl-7-methoxy-benzofuran-4-carboxylic acid 4-nitrophenyl ester (280 mg) was then added and stirring continued for 18 h. Water (10 ml) was added and the solvent was removed in vacuo. The residue was dissolved in... Starting materials: CCCCCCCCCCCCCCCCCC(=O)Cl, CCCCCCCCCCCCCCNC1OC(CO)C(O)C(O)C1O. Yields the product CCCCCCCCCCCCCCCCCC(=O)N(CCCCCCCCCCCCCC)C1OC(CO)C(O)C(O)C1O. RXN SMILES: [C:27]([CH2:28][CH2:29][CH2:30][CH2:31][CH2:32][CH2:33][CH2:34][CH2:35][CH2:36][CH2:37][CH2:38][CH2:39][CH2:40][CH2:41][CH2:42][CH2:43][CH3:44])(=[O:45])[Cl:46].[CH2:1]([CH2:2][CH2:3][CH2:4][CH2:5][CH2:6][CH2:7][CH2:8][CH2:9][CH2:10][CH2:11][CH2:12][CH2:13][CH3:14])[NH:15][CH:16]1[CH:17]([OH:18])[CH:19]([OH:20])[CH:21]([OH:22])[CH:23]([CH2:25][OH:26])[O:24]1>>[CH2:1]([CH2:2][CH2:3][CH2:4][CH2:5][CH2:6][CH2:7][CH2:8][CH2:9][CH2:10][CH2:11][CH2:12][CH2:13][CH3:14])[N:15]([CH:16]1[CH:17]([OH:18])[CH:19]([OH:20])[CH:21]([OH:22])[CH:23]([CH2:25][OH:26])[O:24]1)[C:27]([CH2:28][CH2:29][CH2:30][CH2:31][CH2:32][CH2:33][CH2:34][CH2:35][CH2:36][CH2:37][CH2:38][CH2:39][CH2:40][CH2:41][CH2:42][CH2:43][CH3:44])=[O:45].